Dataset: the Open Reaction Database (ORD), a public repository of structured organic reaction records. Task: describe an organic reaction: reactants, conditions, products, and yield Starting materials: C(C)(C)(C)NS(=O)(=O)C1=CC=C(C=C1)C=1N=CN(C1)C1=NC(=CC(=N1)C)C1=CC=C(C=C1)C(F)(F)F (N-tert-butyl-4-{1-[4-methyl-6-(4-trifluoromethylphenyl)-pyrimidin-2-yl]-1H-imidazol-4-yl}-benzenesulfonamide), C(=O)(C(F)(F)F)O (TFA). Solvent: ClCCl (dichloromethane). Reaction conditions: time 15 hour. Yields the product CC1=NC(=NC(=C1)C1=CC=C(C=C1)C(F)(F)F)N1C=NC(=C1)C1=CC=C(C=C1)S(=O)(=O)N (4-{1-[4-Methyl-6-(4-trifluoromethyl-phenyl)-pyrimidin-2-yl]-1H-imidazol-4-yl}-benzenesulfonamide). Isolated yield 42.1%. As a reaction SMILES: C([NH:5][S:6]([C:9]1[CH:14]=[CH:13][C:12]([C:15]2[N:16]=[CH:17][N:18]([C:20]3[N:25]=[C:24]([CH3:26])[CH:23]=[C:22]([C:27]4[CH:32]=[CH:31][C:30]([C:33]([F:36])([F:35])[F:34])=[CH:29][CH:28]=4)[N:21]=3)[CH:19]=2)=[CH:11][CH:10]=1)(=[O:8])=[O:7])(C)(C)C.C(O)(C(F)(F)F)=O>ClCCl>[CH3:26][C:24]1[CH:23]=[C:22]([C:27]2[CH:32]=[CH:31][C:30]([C:33]([F:36])([F:34])[F:35])=[CH:29][CH:28]=2)[N:21]=[C:20]([N:18]2[CH:19]=[C:15]([C:12]3[CH:13]=[CH:14][C:9]([S:6]([NH2:5])(=[O:8])=[O:7])=[CH:10][CH:11]=3)[N:16]=[CH:17]2)[N:25]=1. Procedure: To a cooled and stirred solution of N-tert-butyl-4-{1-[4-methyl-6-(4-trifluoromethylphenyl)-pyrimidin-2-yl]-1H-imidazol-4-yl}-benzenesulfonamide (0.2 g) in dichloromethane (4 mL) was added TFA (4 mL) and the reaction mixture was allowed to stir at room temperature for 15 h. The mixture was evaporated to dryness and saturated NaHCO3 solution (2 mL), diethyl ether and heptane were added. The mixture was stirred at room temperature for 1 h, the precipitate was collected by filtration, washed with w... Starting materials: CN1CCCC1=O, Cc1cc([N+](=O)[O-])c(C)cc1Cl, Oc1cccc(C(F)(F)F)c1, [H-], [Na+], O. Product: Cc1cc([N+](=O)[O-])c(C)cc1Oc1cccc(C(F)(F)F)c1. RXN SMILES: [CH3:27][N:28]1[CH2:29][CH2:30][CH2:31][C:32]1=[O:33].[Cl:14][c:15]1[cH:16][c:17]([CH3:25])[c:18]([N+:22](=[O:23])[O-:24])[cH:19][c:20]1[CH3:21].[F:3][C:4]([c:5]1[cH:6][c:7]([OH:11])[cH:8][cH:9][cH:10]1)([F:12])[F:13].[H-:1].[Na+:2].[OH2:26]>>[F:3][C:4]([c:5]1[cH:6][c:7]([O:11][c:15]2[cH:16][c:17]([CH3:25])[c:18]([N+:22](=[O:23])[O-:24])[cH:19][c:20]2[CH3:21])[cH:8][cH:9][cH:10]1)([F:12])[F:13]. Reactants: COC=1CCCCC(N1)CC1=CC(=NO1)C1=CC=CC=C1 (3,4,5,6-tetrahydro-7-methoxy-2-[(3-phenylisoxazol-5-yl)methyl]-2H-azepine), [Cl-].[NH4+] (ammonium chloride). Product: Cl.C1(=CC=CC=C1)C1=NOC(=C1)CC1CCCCC(N1)=N (hexahydro-7-[(3-phenylisoxazol-5-yl)methyl]-2H-azepin-2-imine, monohydrochloride). As a reaction SMILES: CO[C:3]1[CH2:4][CH2:5][CH2:6][CH2:7][CH:8]([CH2:10][C:11]2[O:15][N:14]=[C:13]([C:16]3[CH:21]=[CH:20][CH:19]=[CH:18][CH:17]=3)[CH:12]=2)[N:9]=1.[Cl-:22].[NH4+:23]>>[ClH:22].[C:16]1([C:13]2[CH:12]=[C:11]([CH2:10][CH:8]3[NH:9][C:3](=[NH:23])[CH2:4][CH2:5][CH2:6][CH2:7]3)[O:15][N:14]=2)[CH:21]=[CH:20][CH:19]=[CH:18][CH:17]=1 |f:1.2,3.4|. Procedure: The product of Example 130 is reacted with ammonium chloride by the method of example 5 to generate the title compound.